Dataset: the Open Reaction Database (ORD), a public repository of structured organic reaction records. Task: describe an organic reaction: reactants, conditions, products, and yield Yields the product Cc1nc(Cl)ccc1CBr. Reactants: ClCCl, Cc1nc(Cl)ccc1CO, BrP(Br)Br. Reaction SMILES: [Cl:15][CH2:16][Cl:17].[Cl:1][c:2]1[cH:3][cH:4][c:5]([CH2:9][OH:10])[c:6]([CH3:8])[n:7]1.[P:11]([Br:12])([Br:13])[Br:14]>>[Cl:1][c:2]1[cH:3][cH:4][c:5]([CH2:9][Br:12])[c:6]([CH3:8])[n:7]1.